describe an organic reaction: reactants, conditions, products, and yield From a dataset of the Open Reaction Database (ORD), a public repository of structured organic reaction records. Starting materials: Cc1[nH]c(C(=O)NC2CCN(c3nc(CNC(=O)c4ccccc4C(=O)O)c(C(=O)O)s3)CC2)c(Cl)c1Cl, Cl, C1COCCO1. Yields the product Cc1[nH]c(C(=O)NC2CCN(c3nc(CN4C(=O)c5ccccc5C4=O)c(C(=O)O)s3)CC2)c(Cl)c1Cl. Reaction SMILES: [C:1](=[O:2])([OH:3])[c:4]1[c:5]([C:6](=[O:7])[NH:8][CH2:9][c:10]2[n:11][c:12]([N:18]3[CH2:19][CH2:20][CH:21]([NH:24][C:25](=[O:26])[c:27]4[nH:28][c:29]([CH3:34])[c:30]([Cl:33])[c:31]4[Cl:32])[CH2:22][CH2:23]3)[s:13][c:14]2[C:15](=[O:16])[OH:17])[cH:35][cH:36][cH:37][cH:38]1.[ClH:39].[O:40]1[CH2:41][CH2:42][O:43][CH2:44][CH2:45]1>>[C:1]1(=[O:3])[c:4]2[c:5]([cH:35][cH:36][cH:37][cH:38]2)[C:6](=[O:7])[N:8]1[CH2:9][c:10]1[n:11][c:12]([N:18]2[CH2:19][CH2:20][CH:21]([NH:24][C:25](=[O:26])[c:27]3[nH:28][c:29]([CH3:34])[c:30]([Cl:33])[c:31]3[Cl:32])[CH2:22][CH2:23]2)[s:13][c:14]1[C:15](=[O:16])[OH:17]. Reactants: BrBr (Bromine), CON=C(C(=O)OCC)C(=O)C (ethyl 2-methoxyiminoacetoacetate), Br (hydrogen bromide). Run in C(Cl)(Cl)(Cl)Cl (carbon tetrachloride), C(C)(=O)O (acetic acid). Product: CON=C(C(=O)OCC)C(=O)CBr (ethyl 2-methoxyimino-4-bromoacetoacetate). RXN SMILES: [Br:1]Br.[CH3:3][O:4][N:5]=[C:6]([C:12]([CH3:14])=[O:13])[C:7]([O:9][CH2:10][CH3:11])=[O:8].Br>C(Cl)(Cl)(Cl)Cl.C(O)(=O)C>[CH3:3][O:4][N:5]=[C:6]([C:12]([CH2:14][Br:1])=[O:13])[C:7]([O:9][CH2:10][CH3:11])=[O:8]. Procedure: Bromine (100 g.) was dropwise added over 40 minutes under reflux to a solution of ethyl 2-methoxyiminoacetoacetate (a mixture of syn and anti isomers) (100 g.) in a mixture of carbon tetrachloride (300 ml.) and acetic acid (300 ml.). The mixture was stirred at 70° to 80° C. until the evolution of hydrogen bromide ceased. The reaction mixture was washed twice with water (300 ml.), a sodium bicarbonate aqueous solution and a saturated sodium chloride aqueous solution and dried over magnesium sulfa... Starting materials: CI (Methyl iodide), C([O-])([O-])=O.[K+].[K+] (potassium carbonate), CC1=C(OCC2=C(C=CC=C2)C(C#N)CC)C=C(C=C1)C (2-[2-(2,5-dimethylphenoxymethyl)phenyl]butyronitrile), [OH-].[Na+] (sodium hydroxide). Run in C(C)O (ethanol), O (water). Run at time 1 hour. Yields the product CC1=C(OCC2=C(C=CC=C2)C(C(=O)OC)CC)C=C(C=C1)C (methyl 2-[2-(2,5-dimethylphenoxymethyl)phenyl]butyrate). Isolated yield 82.7%. RXN SMILES: [CH3:1][C:2]1[CH:20]=[CH:19][C:18]([CH3:21])=[CH:17][C:3]=1[O:4][CH2:5][C:6]1[CH:11]=[CH:10][CH:9]=[CH:8][C:7]=1[CH:12]([CH2:15][CH3:16])[C:13]#N.[OH-:22].[Na+].CI.[C:26](=O)([O-])[O-:27].[K+].[K+]>C(O)C.O>[CH3:1][C:2]1[CH:20]=[CH:19][C:18]([CH3:21])=[CH:17][C:3]=1[O:4][CH2:5][C:6]1[CH:11]=[CH:10][CH:9]=[CH:8][C:7]=1[CH:12]([CH2:15][CH3:16])[C:13]([O:27][CH3:26])=[O:22] |f:1.2,4.5.6|. Reported procedure: A solution of 2-[2-(2,5-dimethylphenoxymethyl)phenyl]butyronitrile (0.67 g, 2.4 mmol) and 96% sodium hydroxide (0.73 g, 17.5 mmol) in ethanol (8 ml) was heated under reflux for 43 hours. The solvent was evaporated, and then water was added. The mixture was adjusted to pH 3 with 1N hydrochloric acid and extracted with ethyl acetate. The extract was dried over anhydrous sodium sulfate, and then the solvent was evaporated. The crude product was dissolved in N,N-dimethylformamide (5 ml) and stirred ... Reactants: CCC1CCC(C2CCC(O)CC2)CC1, C1CCOC1, O=C(c1cccc2[nH]nnc12)C(F)(F)F. Yields the product CCC1CCC(C2CCC(OC(=O)C(F)(F)F)CC2)CC1. As a reaction SMILES: [CH2:16]([CH3:17])[CH:18]1[CH2:19][CH2:20][CH:21]([CH:24]2[CH2:25][CH2:26][CH:27]([OH:30])[CH2:28][CH2:29]2)[CH2:22][CH2:23]1.[CH2:31]1[O:32][CH2:33][CH2:34][CH2:35]1.[F:1][C:2]([C:3](=[O:4])[c:5]1[c:6]2[n:7][n:8][nH:9][c:10]2[cH:11][cH:12][cH:13]1)([F:14])[F:15]>>[F:1][C:2]([C:3](=[O:4])[O:30][CH:27]1[CH2:26][CH2:25][CH:24]([CH:21]2[CH2:20][CH2:19][CH:18]([CH2:16][CH3:17])[CH2:23][CH2:22]2)[CH2:29][CH2:28]1)([F:14])[F:15]. Starting materials: O (Water), C(C)(=O)OCC (ethyl acetate), OO (hydrogen peroxide), resultant mixture, C1(=CC=CC=C1)S(=O)(=O)CC1=CC=C(C(=C1C(=O)OC)O)C1=C(OC=C1)C=C (methyl 6-(benzenesulfonylmethyl)-2-hydroxy-3-(2-vinylfuran-3-yl)-benzoate), C1(=CC=CC=C1)S(=O)(=O)CC1=CC=C(C(=C1C(=O)OC)O)C1=C(OC=C1)C=C (methyl 6-(benzenesulfonylmethyl)-2-hydroxy-3-(2-vinylfuran-3-yl)-benzoate). Solvent: C1CCOC1 (THF), C1CCOC1 (THF). Reaction conditions: temperature 50 celsius, time 1.5 hour. The product is C1(=CC=CC=C1)S(=O)(=O)CC1=CC=C(C(=C1C(=O)OC)O)C1=C(OC=C1)CCO (methyl 6-(benzenesulfonylmethyl)-2-hydroxy-3-[2-(2-hydroxyethyl)-furan-3-yl]-benzoate). Reaction SMILES: [C:1]1([S:7]([CH2:10][C:11]2[C:16]([C:17]([O:19][CH3:20])=[O:18])=[C:15]([OH:21])[C:14]([C:22]3[CH:26]=[CH:25][O:24][C:23]=3[CH:27]=[CH2:28])=[CH:13][CH:12]=2)(=[O:9])=[O:8])[CH:6]=[CH:5][CH:4]=[CH:3][CH:2]=1.OO.O.C(OCC)(=[O:34])C>C1COCC1>[C:1]1([S:7]([CH2:10][C:11]2[C:16]([C:17]([O:19][CH3:20])=[O:18])=[C:15]([OH:21])[C:14]([C:22]3[CH:26]=[CH:25][O:24][C:23]=3[CH2:27][CH2:28][OH:34])=[CH:13][CH:12]=2)(=[O:9])=[O:8])[CH:6]=[CH:5][CH:4]=[CH:3][CH:2]=1. Procedure: A solution of 9-borobicyclononane (0.5M in THF, 12.6 mL) was added to methyl 6-(benzenesulfonylmethyl)-2-hydroxy-3-(2-vinylfuran-3-yl)-benzoate (Intermediate 24, 1.0 g) in THF (20 mL) at 50° C. and the resultant mixture was stirred and heated at 50° C. for 75 minutes. After cooling to room temperature, 35% hydrogen peroxide (2 mL) was added and the mixture was stirred for 1.5 hours. Water and ethyl acetate were added to the mixture and the organic layer was separated, washed with water, sodium m... Starting materials: CCO, [H][H], O=C1CCc2cc([N+](=O)[O-])ccc2N1CCN1CCOCC1. Product: Nc1ccc2c(c1)CCC(=O)N2CCN1CCOCC1. Reaction SMILES: [CH3:25][CH2:26][OH:27].[H:23][H:24].[O:1]1[CH2:2][CH2:3][N:4]([CH2:7][CH2:8][N:9]2[C:10](=[O:22])[CH2:11][CH2:12][c:13]3[cH:14][c:15]([N+:19]([O-:20])=[O:21])[cH:16][cH:17][c:18]32)[CH2:5][CH2:6]1>>[O:1]1[CH2:2][CH2:3][N:4]([CH2:7][CH2:8][N:9]2[C:10](=[O:22])[CH2:11][CH2:12][c:13]3[cH:14][c:15]([NH2:19])[cH:16][cH:17][c:18]32)[CH2:5][CH2:6]1. The solvent is C1CCOC1 (THF), CO (MeOH), Cl (HCl). Conditions: temperature 50 celsius. Reactants: C(C1=CC=CC=C1)(C1=CC=CC=C1)N1CC(C1)(C)NC=1C=C2N3C(C(NN=C3COC2=CC1C1=CC=CC=C1)=O)C (6-(1-benzhydryl-3-methyl-azetidin-3-ylamino)-4-methyl-7-phenyl-2,10-dihydro-9-oxa-1,2,4a-triaza-phenanthren-3-one). Yields the product CC1C(NN=C2COC3=CC(=C(C=C3N12)NC1(CNC1)C)C1=CC=CC=C1)=O (4-methyl-6-(3-methyl-azetidin-3-ylamino)-7-phenyl-2,10-dihydro-9-oxa-1,2,4a-triaza-phenanthren-3-one). Yield: 139.8%. Reagents/catalysts: [OH-].[OH-].[Pd+2] (Pd(OH)2/C). RXN SMILES: C([N:14]1[CH2:17][C:16]([NH:19][C:20]2[CH:21]=[C:22]3[C:31](=[CH:32][C:33]=2[C:34]2[CH:39]=[CH:38][CH:37]=[CH:36][CH:35]=2)[O:30][CH2:29][C:28]2[N:23]3[CH:24]([CH3:41])[C:25](=[O:40])[NH:26][N:27]=2)([CH3:18])[CH2:15]1)(C1C=CC=CC=1)C1C=CC=CC=1>C1COCC1.CO.Cl.[OH-].[OH-].[Pd+2]>[CH3:41][CH:24]1[N:23]2[C:28]([CH2:29][O:30][C:31]3[C:22]2=[CH:21][C:20]([NH:19][C:16]2([CH3:18])[CH2:17][NH:14][CH2:15]2)=[C:33]([C:34]2[CH:35]=[CH:36][CH:37]=[CH:38][CH:39]=2)[CH:32]=3)=[N:27][NH:26][C:25]1=[O:40] |f:4.5.6|. Procedure: To a solution of 6-(1-benzhydryl-3-methyl-azetidin-3-ylamino)-4-methyl-7-phenyl-2,10-dihydro-9-oxa-1,2,4a-triaza-phenanthren-3-one (Example #79, Step C, 0.10 g, 0.18 mmol) in THF (20 mL), MeOH (20 mL) and aqueous HCl (12N, 0.3 mL) was added Pd(OH)2/C (10%, 0.02 g, 0.014 mmol) and the solution was heated at 50° C. under an atmosphere of H2 (55 psi) for 4 h. The reaction mixture was cooled to ambient temperature and filtered. The filtrate was evaporated in vacuo to give 4-methyl-6-(3-methyl-azetid... The reactants are [C-]#N, CCO, ClCc1ccc2ccccc2n1, Cl, [K+], [Na+], O=C([O-])O, O. The product is N#CCc1ccc2ccccc2n1. Reaction SMILES: [C-:19]#[N:20].[CH3:22][CH2:23][OH:24].[Cl:2][CH2:3][c:4]1[n:5][c:6]2[cH:7][cH:8][cH:9][cH:10][c:11]2[cH:12][cH:13]1.[ClH:1].[K+:21].[Na+:18].[O-:14][C:15]([OH:16])=[O:17].[OH2:25]>>[CH2:3]([c:4]1[n:5][c:6]2[cH:7][cH:8][cH:9][cH:10][c:11]2[cH:12][cH:13]1)[C:19]#[N:20]. The reactants are [BH3-]C#N, CO, Cl, CCOC(=O)c1cn(C2CCCNC2)c2ccc(I)cc2c1=O, [Na+], O, O=Cc1ccncc1. Product: CCOC(=O)c1cn(C2CCCN(Cc3ccncc3)C2)c2ccc(I)cc2c1=O. Reaction SMILES: [C:33]([BH3-:34])#[N:35].[CH3:38][OH:39].[ClH:1].[I:2][c:3]1[cH:4][c:5]2[c:6](=[O:24])[c:7]([C:19](=[O:20])[O:21][CH2:22][CH3:23])[cH:8][n:9]([CH:13]3[CH2:14][NH:15][CH2:16][CH2:17][CH2:18]3)[c:10]2[cH:11][cH:12]1.[Na+:36].[OH2:37].[n:25]1[cH:26][cH:27][c:28]([CH:31]=[O:32])[cH:29][cH:30]1>>[I:2][c:3]1[cH:4][c:5]2[c:6](=[O:24])[c:7]([C:19](=[O:20])[O:21][CH2:22][CH3:23])[cH:8][n:9]([CH:13]3[CH2:14][N:15]([CH2:31][c:28]4[cH:27][cH:26][n:25][cH:30][cH:29]4)[CH2:16][CH2:17][CH2:18]3)[c:10]2[cH:11][cH:12]1. The reactants are COC(=O)C1(CC2=CC=CC=C2C1)NC(C1=CC(=C(C=C1)OC)OCCC1=CC(=CC=C1)CCN)=O (2-(3-{2-[3-(2-Amino-ethyl)-phenyl]-ethoxy}-4-methoxy-benzoylamino)-indane-2-carboxylic acid methyl ester), C(C)(=O)OC(C)=O (acetic anhydride), O (Water). The product is methyl ester, C(C)(=O)NCCC=1C=C(C=CC1)CCOC=1C=C(C(=O)NC2(CC3=CC=CC=C3C2)C(=O)O)C=CC1OC (2-(3-{2-[3-(2-Acetylamino-ethyl)-phenyl]-ethoxy}-4-methoxy-benzoylamino)-indane-2-carboxylic acid). Reaction SMILES: C[O:2][C:3]([C:5]1([NH:14][C:15](=[O:36])[C:16]2[CH:21]=[CH:20][C:19]([O:22][CH3:23])=[C:18]([O:24][CH2:25][CH2:26][C:27]3[CH:32]=[CH:31][CH:30]=[C:29]([CH2:33][CH2:34][NH2:35])[CH:28]=3)[CH:17]=2)[CH2:13][C:12]2[C:7](=[CH:8][CH:9]=[CH:10][CH:11]=2)[CH2:6]1)=[O:4].O.[C:38](OC(=O)C)(=[O:40])[CH3:39]>>[C:38]([NH:35][CH2:34][CH2:33][C:29]1[CH:28]=[C:27]([CH2:26][CH2:25][O:24][C:18]2[CH:17]=[C:16]([CH:21]=[CH:20][C:19]=2[O:22][CH3:23])[C:15]([NH:14][C:5]2([C:3]([OH:2])=[O:4])[CH2:13][C:12]3[C:7](=[CH:8][CH:9]=[CH:10][CH:11]=3)[CH2:6]2)=[O:36])[CH:32]=[CH:31][CH:30]=1)(=[O:40])[CH3:39]. Reported procedure: The compound of Step 2 of example 246 (85 mg, 0.174 mmol) was dissolved in acetic anhydride and stirred under reflux for 30 min. Water was added in excess and the mixture was refluxed for 10 min. After cooling, the mixture was extracted with EA, the combined extracts were dried over sodium sulfate and evaporated to dryness. The residue was purified by RP HPLC (water/ACN gradient) to yield the methyl ester of the title compound. Hydrolysis of this ester in analogy to example 2 yielded 17 mg of th...